From a dataset of the Open Reaction Database (ORD), a public repository of structured organic reaction records. describe an organic reaction: reactants, conditions, products, and yield The reactants are C1(CCCCC1)C[C@@H](N)C(=O)O (3-cyclohexyl-D-alanine), C(C)(C)(C)OC(=O)NCC(=O)O (N-(tert-butoxycarbonyl)glycine), CCN(C(C)C)C(C)C (DIPEA), CN(C)C(=[N+](C)C)ON1C2=C(C=CC=C2)N=N1.[B-](F)(F)(F)F (TBTU). Solvent: C(Cl)Cl (methylene chloride). Run at time 15 minute. The product is NCC(=O)N[C@H](CC1CCCCC1)C(=O)O (Glycyl-3-cyclohexyl-D-alanine). Yield: 20.4%. As a reaction SMILES: C(OC([NH:8][CH2:9][C:10](O)=[O:11])=O)(C)(C)C.CCN(C(C)C)C(C)C.CN(C(ON1N=NC2C=CC=CC1=2)=[N+](C)C)C.[B-](F)(F)(F)F.[CH:44]1([CH2:50][C@H:51]([C:53]([OH:55])=[O:54])[NH2:52])[CH2:49][CH2:48][CH2:47][CH2:46][CH2:45]1>C(Cl)Cl>[NH2:8][CH2:9][C:10]([NH:52][C@@H:51]([C:53]([OH:55])=[O:54])[CH2:50][CH:44]1[CH2:49][CH2:48][CH2:47][CH2:46][CH2:45]1)=[O:11] |f:2.3|. Procedure: N-(tert-butoxycarbonyl)glycine (2.0 g, 11.4 mmol) and DIPEA (4.0 g, 31 mmol) were dissolved in methylene chloride (25 ml). TBTU (4.1 g, 12.8 mmol) was added and the mixture was stirred for 15 min at room temperature. 3-cyclohexyl-D-alanine (2.1 g, 12.2 mmol) was added and the reaction mixture was stirred over night at room temperature. The reaction mixture was transferred to a separation funnel and was then extracted with a water/acetic acid solution (100 ml 5% acetic acid). The organic layer wa...